This data is from the Open Reaction Database (ORD), a public repository of structured organic reaction records. The task is: describe an organic reaction: reactants, conditions, products, and yield Starting materials: CC1CN(c2ncc(Br)s2)CC(C)N1, O=C([O-])[O-], COC(=O)CBr, CN(C)C=O, [K+], [K+], O. The product is COC(=O)CN1C(C)CN(c2ncc(Br)s2)CC1C. RXN SMILES: [Br:1][c:2]1[cH:3][n:4][c:5]([N:7]2[CH2:8][CH:9]([CH3:14])[NH:10][CH:11]([CH3:13])[CH2:12]2)[s:6]1.[C:21](=[O:22])([O-:23])[O-:24].[CH3:15][O:16][C:17]([CH2:18][Br:19])=[O:20].[CH3:27][N:28]([CH3:29])[CH:30]=[O:31].[K+:25].[K+:26].[OH2:32]>>[Br:1][c:2]1[cH:3][n:4][c:5]([N:7]2[CH2:8][CH:9]([CH3:14])[N:10]([CH2:18][C:17]([O:16][CH3:15])=[O:20])[CH:11]([CH3:13])[CH2:12]2)[s:6]1. Reactants: COC(C1=C(C(=C(C=C1)O)C)O)=O (2,4-dihydroxy-3-methylbenzoic acid methyl ester), ClOC(C)(C)C (tert-butyl hypochlorite), CCCCCC (hexane). Run in C(C)(=O)OCC (ethyl acetate). Conditions: time 2 hour. Yields the product ClC=1C(=C(C(=C(C(=O)O)C1)O)C)O (5-Chloro-2,4-dihydroxy-3-methylbenzoic acid). Yield: 37.0%. As a reaction SMILES: C[O:2][C:3](=[O:13])[C:4]1[CH:9]=[CH:8][C:7]([OH:10])=[C:6]([CH3:11])[C:5]=1[OH:12].[Cl:14]OC(C)(C)C.CCCCCC>C(OCC)(=O)C>[Cl:14][C:8]1[C:7]([OH:10])=[C:6]([CH3:11])[C:5]([OH:12])=[C:4]([CH:9]=1)[C:3]([OH:2])=[O:13]. Procedure details: To a solution of 2,4-dihydroxy-3-methylbenzoic acid methyl ester (9.9 g) in ethyl acetate (100 ml) was added tert-butyl hypochlorite (12.3 ml) under ice-cooling. After stirring for 2 hours, hexane (200 ml) was added, and the mixture was cooled with ice to allow precipitation of crystals. The crystals were collected by filtration, and dissolved in a mixed solvent of methanol (20 ml) and tetrahydrofuran (THF, 20 ml). A 1M lithium hydroxide solution (40 ml) was added to the solution, and the mixtur... The reactants are Cl.ClC=1C2=C(N=CN1)C=1C=CC=CC1N2 (4-Chloroindolo[3,2-d]pyrimidine hydrochloride), C(C1=CC=CC=C1)N (benzylamine). Run in CCOC(=O)C (EtOAc). Run at time 6 hour. Yields the product C(C1=CC=CC=C1)NC=1C2=C(N=CN1)C=1C=CC=CC1N2 (4-benzylaminoindolo[3,2-d]pyrimidine). Isolated yield 69.0%. Reaction SMILES: Cl.Cl[C:3]1[C:4]2[NH:15][C:14]3[CH:13]=[CH:12][CH:11]=[CH:10][C:9]=3[C:5]=2[N:6]=[CH:7][N:8]=1.[CH2:16]([NH2:23])[C:17]1[CH:22]=[CH:21][CH:20]=[CH:19][CH:18]=1>CCOC(C)=O>[CH2:16]([NH:23][C:3]1[C:4]2[NH:15][C:14]3[CH:13]=[CH:12][CH:11]=[CH:10][C:9]=3[C:5]=2[N:6]=[CH:7][N:8]=1)[C:17]1[CH:22]=[CH:21][CH:20]=[CH:19][CH:18]=1 |f:0.1|. Procedure details: 4-Chloroindolo[3,2-d]pyrimidine hydrochloride (240 mg, 1 mmol, and benzylamine (1 mL) are stirred under a dry nitrogen atmosphere at 150 C. for 6 hours, and then concentrated under reduced pressure to give an oily soft solid which is dissolved in EtOAc (20 mL), and washed with saturated sodium bicarbonate solution (20 mL), water (3×15 mL), and brine (20 mL). The solution is dried (MgSO4) and the solvent is removed under reduced pressure. Trituration of the residue with dichloromethane, gives 4-b... Starting materials: C=C(Br)CCO[Si](C)(C)C(C)(C)C, [Li]C(C)(C)C, C1CCOC1, O=Cc1cc([N+](=O)[O-])ccc1F, [Li]. Product: C=C(CCO[Si](C)(C)C(C)(C)C)C(O)c1cc([N+](=O)[O-])ccc1F. As a reaction SMILES: [Br:1][C:2]([CH2:3][CH2:4][O:5][Si:6]([CH3:7])([CH3:8])[C:9]([CH3:10])([CH3:11])[CH3:12])=[CH2:13].[C:14]([Li:15])([CH3:16])([CH3:17])[CH3:18].[CH2:32]1[O:33][CH2:34][CH2:35][CH2:36]1.[F:20][c:21]1[c:22]([CH:23]=[O:24])[cH:25][c:26]([N+:29](=[O:30])[O-:31])[cH:27][cH:28]1.[Li:19]>>[C:2]([CH2:3][CH2:4][O:5][Si:6]([CH3:7])([CH3:8])[C:9]([CH3:10])([CH3:11])[CH3:12])(=[CH2:13])[CH:23]([c:22]1[c:21]([F:20])[cH:28][cH:27][c:26]([N+:29](=[O:30])[O-:31])[cH:25]1)[OH:24]. Procedure details: A 500 ml Parr bottle was twice charged with 2,6-dianilino-3,5-dinitropyridine (13.5 g, 0.0385 mole), 300 ml of methanol containing HCl (10 g) and 5% Pd/Charcoal catalyst (1.1 g). The mixture was placed under 55 psig. hydrogen pressure and kept at 25°-40°C until no further uptake of hydrogen was observed. The combined reduction mixtures were cooled, precipitated product and catalyst filtered under nitrogen, and the filter cake washed with 10% HCl in isopropyl alcohol. The filter cake was added to... Run in CO (methanol). Yields the product Cl.Cl.NC=1C(=NC(=C(C1)N)NC1=CC=CC=C1)NC1=CC=CC=C1 (3,5-diamino-2,6-dianilinopyridine dihydrochloride). As a reaction SMILES: [NH:1]([C:8]1[C:13]([N+:14]([O-])=O)=[CH:12][C:11]([N+:17]([O-])=O)=[C:10]([NH:20][C:21]2[CH:26]=[CH:25][CH:24]=[CH:23][CH:22]=2)[N:9]=1)[C:2]1[CH:7]=[CH:6][CH:5]=[CH:4][CH:3]=1.[ClH:27].[H][H]>[Pd].C.CO>[ClH:27].[ClH:27].[NH2:14][C:13]1[C:8]([NH:1][C:2]2[CH:7]=[CH:6][CH:5]=[CH:4][CH:3]=2)=[N:9][C:10]([NH:20][C:21]2[CH:22]=[CH:23][CH:24]=[CH:25][CH:26]=2)=[C:11]([NH2:17])[CH:12]=1 |f:3.4,6.7.8|. Isolated yield 181.8%. The reagents and catalysts are [Pd].C (Pd Charcoal). Conditions: temperature 55 celsius, time 5 minute. The reactants are Cl (HCl), N(C1=CC=CC=C1)C1=NC(=C(C=C1[N+](=O)[O-])[N+](=O)[O-])NC1=CC=CC=C1 (2,6-dianilino-3,5-dinitropyridine), [H][H] (hydrogen), [H][H] (hydrogen).